From a dataset of the Open Reaction Database (ORD), a public repository of structured organic reaction records. describe an organic reaction: reactants, conditions, products, and yield The reactants are C(C1=CC=CC=C1)N1CCC(CC1)N(C(OC(C)(C)C)=O)C (tert-Butyl 1-benzylpiperidin-4-yl(methyl)carbamate). Solvent: CO (MeOH). Conditions: time 4 hour. The product is CN(C(OC(C)(C)C)=O)C1CCNCC1 (tert-Butyl methyl(piperidin-4-yl)carbamate). The yield is 85.0%. As a reaction SMILES: C([N:8]1[CH2:13][CH2:12][CH:11]([N:14]([CH3:22])[C:15](=[O:21])[O:16][C:17]([CH3:20])([CH3:19])[CH3:18])[CH2:10][CH2:9]1)C1C=CC=CC=1>CO>[CH3:22][N:14]([CH:11]1[CH2:10][CH2:9][NH:8][CH2:13][CH2:12]1)[C:15](=[O:21])[O:16][C:17]([CH3:20])([CH3:18])[CH3:19]. Reported procedure: tert-Butyl 1-benzylpiperidin-4-yl(methyl)carbamate (1.0 g, 3.289 mmol, 1.0 eq.) was dissolved in MeOH (15 ml) and degassed with argon. Pd/C (300 mg) was then added and hydrogenation was carried out for 4 hours. After monitoring by TLC, the reaction mixture was filtered over Celite and the filtrate was concentrated under reduced pressure. The crude product was used in the next stage without being purified further. Yield: 85% (600 mg, 2.803 mmol) The reactants are BrC1=CC=CC=2C(C3=C(NC12)C=NN3C)=O (5-bromo-1-methyl-1,4-dihydro-9H-pyrazolo[4,3-b]quinolin-9-one), C(CCC)[Sn](C1=CC=CC=C1)(CCCC)CCCC (tributylphenyltin), [Cl-].[Li+] (lithium chloride). The reagents and catalysts are C=1C=CC(=CC1)[P](C=2C=CC=CC2)(C=3C=CC=CC3)[Pd]([P](C=4C=CC=CC4)(C=5C=CC=CC5)C=6C=CC=CC6)([P](C=7C=CC=CC7)(C=8C=CC=CC8)C=9C=CC=CC9)[P](C=1C=CC=CC1)(C=1C=CC=CC1)C=1C=CC=CC1 (tetrakis(triphenylphosphine)palladium). Solvent: O1CCOCC1 (1,4-dioxane). Yields the product CN1N=CC=2NC=3C(=CC=CC3C(C21)=O)C2=CC=CC=C2 (1-Methyl-5-phenyl-1,4-dihydro-9H-pyrazolo[4,3-b]quinolin-9-one). Isolated yield 34.3%. As a reaction SMILES: Br[C:2]1[C:11]2[NH:10][C:9]3[CH:12]=[N:13][N:14]([CH3:15])[C:8]=3[C:7](=[O:16])[C:6]=2[CH:5]=[CH:4][CH:3]=1.C([Sn](CCCC)(CCCC)[C:22]1[CH:27]=[CH:26][CH:25]=[CH:24][CH:23]=1)CCC.[Cl-].[Li+]>O1CCOCC1.C1C=CC([P]([Pd]([P](C2C=CC=CC=2)(C2C=CC=CC=2)C2C=CC=CC=2)([P](C2C=CC=CC=2)(C2C=CC=CC=2)C2C=CC=CC=2)[P](C2C=CC=CC=2)(C2C=CC=CC=2)C2C=CC=CC=2)(C2C=CC=CC=2)C2C=CC=CC=2)=CC=1>[CH3:15][N:14]1[C:8]2[C:7](=[O:16])[C:6]3[CH:5]=[CH:4][CH:3]=[C:2]([C:22]4[CH:27]=[CH:26][CH:25]=[CH:24][CH:23]=4)[C:11]=3[NH:10][C:9]=2[CH:12]=[N:13]1 |f:2.3,^1:47,49,68,87|. Reported procedure: A mixture of 5-bromo-1-methyl-1,4-dihydro-9H-pyrazolo[4,3-b]quinolin-9-one (EXAMPLE 5, 50 mg, 0.18 mmol), tributylphenyltin (0.12 ml, 0.36 mmol), tetrakis(triphenylphosphine)palladium (0) (62 mg, 0.054 mmol) and lithium chloride (19 mg, 0.45 mmol) in 1,4-dioxane (2 ml) was refluxed for 16 h. After cooling to room temperature, the mixture was evaporated, dissolved in ethyl acetate (20 ml) and the insoluble material was filtered off. The filtrate was concentrated in vacuo and purified by preparati... Reactants: CN(C)C=O, O=C(O)c1cnn(-c2ccc(Cl)cc2C(F)(F)F)c1Cl, N#C[Na], O. Yields the product N#Cc1c(C(=O)O)cnn1-c1ccc(Cl)cc1C(F)(F)F. RXN SMILES: [CH3:25][N:26]([CH3:27])[CH:28]=[O:29].[Cl:1][c:2]1[c:3]([C:18](=[O:19])[OH:20])[cH:4][n:5][n:6]1-[c:7]1[c:8]([C:14]([F:15])([F:16])[F:17])[cH:9][c:10]([Cl:13])[cH:11][cH:12]1.[Na:21][C:22]#[N:23].[OH2:24]>>[c:2]1([C:22]#[N:23])[c:3]([C:18](=[O:19])[OH:20])[cH:4][n:5][n:6]1-[c:7]1[c:8]([C:14]([F:15])([F:16])[F:17])[cH:9][c:10]([Cl:13])[cH:11][cH:12]1. Reactants: CC(CCC1C(CCCC1=O)=O)C (2-(3-Methylbutyl)-1,3-cyclohexanedione), C(C(C)C)O (isobutanol), O (water). Reagents/catalysts: C1(=CC=C(C=C1)S(=O)(=O)O)C (p-toluenesulfonic acid). The solvent is C1=CC=CC=C1 (benzene). Yields the product CC(CCC=1C(CCCC1OCC(C)C)=O)C (2-(3-Methylbutyl)-3-(2-methylpropyloxy)-2-cyclohexenone). Yield: 98.7%. As a reaction SMILES: [CH3:1][CH:2]([CH3:13])[CH2:3][CH2:4][CH:5]1[C:10](=[O:11])[CH2:9][CH2:8][CH2:7][C:6]1=[O:12].[CH2:14](O)[CH:15]([CH3:17])[CH3:16].O>C1C=CC=CC=1.C1(C)C=CC(S(O)(=O)=O)=CC=1>[CH3:1][CH:2]([CH3:13])[CH2:3][CH2:4][C:5]1[C:10](=[O:11])[CH2:9][CH2:8][CH2:7][C:6]=1[O:12][CH2:14][CH:15]([CH3:17])[CH3:16]. Procedure details: A solution of ketoenol 7 (68.0 g, 374 mmol), isobutanol (83.0 g, 1120 mmol), and p-toluenesulfonic acid (1.0 g, 1.2 mmol) in anhydrous benzene (730 mL) was refluxed overnight with azeotropic removal of water (Dean-Stark trap). The reaction mixture was cooled to room temperature, washed with saturated sodium bicarbonate solution (3×250 mL), brine (2×250 mL) and concentrated to give 88.0 g (98.9%) of 8 as a thick oil, which solidified upon cooling. MS m/z 239 (M+1); 1H NMR (300 MHz, CDCl3) δ 3.75 ... The reactants are CC(C)(C)O, CC=C(C)C, [O-][Cl+][O-], Cc1cc(C(O)(C(C)c2ccc(Oc3ccc(C=O)c(C(F)(F)F)c3)cc2Cl)C(F)(F)F)cn(C)c1=O, Cl, [Na+], O. The product is Cc1cc(C(O)(C(C)c2ccc(Oc3ccc(C(=O)O)c(C(F)(F)F)c3)cc2Cl)C(F)(F)F)cn(C)c1=O. As a reaction SMILES: [C:43]([OH:44])([CH3:45])([CH3:46])[CH3:47].[CH3:48][C:49](=[CH:50][CH3:51])[CH3:52].[Cl+:38]([O-:39])[O-:40].[Cl:1][c:2]1[cH:3][c:4]([O:5][c:6]2[cH:7][c:8]([C:14]([F:15])([F:16])[F:17])[c:9]([CH:10]=[O:11])[cH:12][cH:13]2)[cH:18][cH:19][c:20]1[CH:21]([C:22]([C:23]([F:24])([F:25])[F:26])([OH:27])[c:28]1[cH:29][n:30]([CH3:36])[c:31](=[O:35])[c:32]([CH3:34])[cH:33]1)[CH3:37].[ClH:42].[Na+:41].[OH2:53]>>[Cl:1][c:2]1[cH:3][c:4]([O:5][c:6]2[cH:7][c:8]([C:14]([F:15])([F:16])[F:17])[c:9]([C:10](=[O:11])[OH:39])[cH:12][cH:13]2)[cH:18][cH:19][c:20]1[CH:21]([C:22]([C:23]([F:24])([F:25])[F:26])([OH:27])[c:28]1[cH:29][n:30]([CH3:36])[c:31](=[O:35])[c:32]([CH3:34])[cH:33]1)[CH3:37]. Starting materials: Cl[Sn]Cl (SnCl2), [OH-].[Na+] (NaOH), Cl (HCl), CC1=C(C=CC=2N=CSC21)[N+](=O)[O-] (7-methyl-6-nitrobenzothiazole). Run at temperature 25 celsius, time 1 hour. Product: CC1=C(C=CC=2N=CSC21)N (7-Methyl-6-aminobenzothiazole). The yield is 113.1%. Reaction SMILES: Cl[Sn]Cl.Cl.[CH3:5][C:6]1[C:14]2[S:13][CH:12]=[N:11][C:10]=2[CH:9]=[CH:8][C:7]=1[N+:15]([O-])=O.[OH-].[Na+]>>[CH3:5][C:6]1[C:14]2[S:13][CH:12]=[N:11][C:10]=2[CH:9]=[CH:8][C:7]=1[NH2:15] |f:3.4|. Procedure: To a solution of SnCl2 (3.0 g, 3.8 mmol) and 10 mL of con.HCl was added 7-methyl-6-nitrobenzothiazole (0.68 g, 3.5 mmol) in a portion and the resulting reaction mixture was stirred for 1 h at 25° C. The reaction mixture was basified with aqueous NaOH and extracted with EtOAc and CHCl3. Combined organic layers were dried over Na2SO4 and concentrated in vacuo, yielding an oil (0.65 g, >95%) which was identified as the desired amine and subjected to a following reaction without further purification... Reactants: CO, O=C(c1ccc([N+](=O)[O-])cc1)c1ccc(C2(O)OCC(O)C(O)C2O)cc1, Cc1ccccc1CO. The product is O=[N+]([O-])c1ccc(C(O)c2ccc(C3(O)OCC(O)C(O)C3O)cc2)cc1. As a reaction SMILES: [CH3:37][OH:38].[N+:1](=[O:2])([O-:3])[c:4]1[cH:5][cH:6][c:7]([C:8](=[O:9])[c:10]2[cH:11][cH:12][c:13]([C:16]3([OH:17])[CH:18]([OH:19])[CH:20]([OH:21])[CH:22]([OH:23])[CH2:24][O:25]3)[cH:14][cH:15]2)[cH:26][cH:27]1.[c:28]1([CH3:29])[c:30]([CH2:31][OH:32])[cH:33][cH:34][cH:35][cH:36]1>>[N+:1](=[O:2])([O-:3])[c:4]1[cH:5][cH:6][c:7]([CH:8]([OH:9])[c:10]2[cH:11][cH:12][c:13]([C:16]3([OH:17])[CH:18]([OH:19])[CH:20]([OH:21])[CH:22]([OH:23])[CH2:24][O:25]3)[cH:14][cH:15]2)[cH:26][cH:27]1. Reactants: CCC(CC)(NC(=O)c1ccc(C(F)(F)F)c(OCC2CCOCC2)n1)C(=O)O, CNC, Cl. The product is CCC(CC)(NC(=O)c1ccc(C(F)(F)F)c(OCC2CCOCC2)n1)C(=O)N(C)C. RXN SMILES: [CH2:1]([CH3:2])[C:3]([C:4](=[O:5])[OH:6])([CH2:7][CH3:8])[NH:9][C:10]([c:11]1[cH:12][cH:13][c:14]([C:25]([F:26])([F:27])[F:28])[c:15]([O:17][CH2:18][CH:19]2[CH2:20][CH2:21][O:22][CH2:23][CH2:24]2)[n:16]1)=[O:29].[CH3:31][NH:32][CH3:33].[ClH:30]>>[CH2:1]([CH3:2])[C:3]([C:4](=[O:6])[N:32]([CH3:31])[CH3:33])([CH2:7][CH3:8])[NH:9][C:10]([c:11]1[cH:12][cH:13][c:14]([C:25]([F:26])([F:27])[F:28])[c:15]([O:17][CH2:18][CH:19]2[CH2:20][CH2:21][O:22][CH2:23][CH2:24]2)[n:16]1)=[O:29].